From a dataset of the Open Reaction Database (ORD), a public repository of structured organic reaction records. describe an organic reaction: reactants, conditions, products, and yield The reactants are C(C)(=O)NC1=CC=C(CNC2=NNC(=C2C#N)N)C=C1 (3-(4-acetylamino-benzylamino)-5-amino-4-cyano-pyrazole), C(C)OC(N(C)C)OCC (N,N-dimethylformamide diethyl acetal). Solvent: C1(=CC=CC=C1)C (toluene). Reaction conditions: temperature 0 celsius. Yields the product C(C)(=O)NC1=CC=C(CNC2=NNC(=C2C#N)N=CN(C)C)C=C1 (3-(4-Acetylamino-benzylamino)-4-cyano-5-(dimethylamino-methyleneamino)-pyrazole). As a reaction SMILES: [C:1]([NH:4][C:5]1[CH:20]=[CH:19][C:8]([CH2:9][NH:10][C:11]2[C:15]([C:16]#[N:17])=[C:14]([NH2:18])[NH:13][N:12]=2)=[CH:7][CH:6]=1)(=[O:3])[CH3:2].C(O[CH:24](OCC)[N:25]([CH3:27])[CH3:26])C>C1(C)C=CC=CC=1>[C:1]([NH:4][C:5]1[CH:20]=[CH:19][C:8]([CH2:9][NH:10][C:11]2[C:15]([C:16]#[N:17])=[C:14]([N:18]=[CH:24][N:25]([CH3:27])[CH3:26])[NH:13][N:12]=2)=[CH:7][CH:6]=1)(=[O:3])[CH3:2]. Reported procedure: A mixture of 0.48 g (1.4 mmol) of 3-(4-acetylamino-benzylamino)-5-amino-4-cyano-pyrazole containing 21.06% THF, 0.245 ml (1.43 mmol) of N,N-dimethylformamide diethyl acetal and 4 ml of toluene is heated under reflux for 4.5 hours. The reaction mixture is then cooled to approx. 0° C. and filtered and the filter residue is washed with toluene, yielding the title compound; m.p. 206-211° C. Reactants: ClC=1C2=C(SC1C(=O)OC)C=CC(=C2)OC (methyl 3-chloro-5-methoxy-benzo[b]thiophene-2- carboxylate), ClC=1C2=C(SC1C(=O)Cl)C=CC(=C2)OC (3-chloro-5-methoxy-benzo[b]thiophene-2-carbonyl chloride), C1CCC2=NCCCN2CC1 (DBU), Cl.NCCS (cysteamine-HCl). Run in CN(C)C=O (DMF), CO (methanol), C(C)(=O)OCC (ethyl acetate). Conditions: time 1.5 hour. The product is COC=1C=CC2=C(C1)C1=C(C(NCCS1)=O)S2 (2,3-dihydro-9-methoxy[1]benzothieno[2,3- f]-1,4-thiazepin-5(4H)-one). Isolated yield 74.0%. Reaction SMILES: Cl[C:2]1[C:3]2[CH:14]=[C:13]([O:15][CH3:16])[CH:12]=[CH:11][C:4]=2[S:5][C:6]=1[C:7]([O:9]C)=O.ClC1C2C=C(OC)C=CC=2SC=1C(Cl)=O.Cl.[NH2:33][CH2:34][CH2:35][SH:36].C1CCN2C(=NCCC2)CC1>CN(C=O)C.C(OCC)(=O)C.CO>[CH3:16][O:15][C:13]1[CH:12]=[CH:11][C:4]2[S:5][C:6]3[C:7](=[O:9])[NH:33][CH2:34][CH2:35][S:36][C:2]=3[C:3]=2[CH:14]=1 |f:2.3|. Procedure details: To a room temperature solution of methyl 3-chloro-5-methoxy-benzo[b]thiophene-2- carboxylate (500 mg, 1.95 mmols) [prepared by reaction of the known 3-chloro-5-methoxy-benzo[b]thiophene-2-carbonyl chloride with methanol-[J. Med. Chem., 35:958 (1992)]] in 20 mL of DMF is added cysteamine-HCl (885 mg, 7.79 mmol) followed by DBU (2,33 mL, 15.58 mmol) . The reaction mixture is stirred at room temperature for 1.5 hours then warmed to 70° C. The mixture is diluted with ethyl acetate and washed with aq... The reactants are C(O)CN (ethanolamine), C1(=CC=CC=C1)C(Cl)(C1=CC=CC=C1)C1=CC=CC=C1 (triphenylchloromethane), Cl.C(O)CN (ethanolamine hydrochloride), C1(=CC=CC=C1)C(Cl)(C1=CC=CC=C1)C1=CC=CC=C1 (triphenylchloromethane). Solvent: C(C)(C)O (isopropanol). Product: C(C1=CC=CC=C1)(C1=CC=CC=C1)(C1=CC=CC=C1)NCCO (N-trityl-2-aminoethanol). Isolated yield 99.4%. As a reaction SMILES: [CH2:1]([CH2:3][NH2:4])[OH:2].[C:5]1([C:11]([C:19]2[CH:24]=[CH:23][CH:22]=[CH:21][CH:20]=2)([C:13]2[CH:18]=[CH:17][CH:16]=[CH:15][CH:14]=2)Cl)[CH:10]=[CH:9][CH:8]=[CH:7][CH:6]=1.Cl.C(CN)O>C(O)(C)C>[C:11]([NH:4][CH2:3][CH2:1][OH:2])([C:5]1[CH:10]=[CH:9][CH:8]=[CH:7][CH:6]=1)([C:19]1[CH:20]=[CH:21][CH:22]=[CH:23][CH:24]=1)[C:13]1[CH:14]=[CH:15][CH:16]=[CH:17][CH:18]=1 |f:2.3|. Procedure: A mixture of ethanolamine (2-aminoethanol) (98%, 1.750 kg, 28.0 moles) in isopropanol (7.0 l) was stirred to yield a homogeneous solution. Thereto triphenylchloromethane (97%, 2.020 kg, 7.03 moles) was added slowly within 1 h at room temperature with stirring, whereat the temperature was not to exceed 30° C. After completed dissolution of triphenylchloromethane (whereat ethanolamine hydrochloride separated as a white precipitate) the reaction mixture was stirred for another hour and cooled to ro... The reactants are CCOC(=O)C=C(C)c1ccc(NC(=O)c2cc([Si](C)(C)C)cc([Si](C)(C)C)c2)c(F)c1, CCO, Cl, [Na+], [OH-]. The product is CC(=CC(=O)O)c1ccc(NC(=O)c2cc([Si](C)(C)C)cc([Si](C)(C)C)c2)c(F)c1. As a reaction SMILES: [CH3:1][Si:2]([c:3]1[cH:4][c:5]([C:6](=[O:7])[NH:8][c:9]2[c:10]([F:23])[cH:11][c:12]([C:15](=[CH:16][C:17](=[O:18])[O:19][CH2:20][CH3:21])[CH3:22])[cH:13][cH:14]2)[cH:24][c:25]([Si:27]([CH3:28])([CH3:29])[CH3:30])[cH:26]1)([CH3:31])[CH3:32].[CH3:36][CH2:37][OH:38].[ClH:35].[Na+:34].[OH-:33]>>[CH3:1][Si:2]([c:3]1[cH:4][c:5]([C:6](=[O:7])[NH:8][c:9]2[c:10]([F:23])[cH:11][c:12]([C:15](=[CH:16][C:17](=[O:18])[OH:19])[CH3:22])[cH:13][cH:14]2)[cH:24][c:25]([Si:27]([CH3:28])([CH3:29])[CH3:30])[cH:26]1)([CH3:31])[CH3:32].